From a dataset of the Open Reaction Database (ORD), a public repository of structured organic reaction records. describe an organic reaction: reactants, conditions, products, and yield The reactants are O=C([O-])[O-], CCOC(=O)C1(C(=O)[O-])C=C1, C1CCOC1, CCOC(=O)Cl, [K+], [K+]. Yields the product CCOC(=O)OC(=O)C1(C(=O)OCC)C=C1. Reaction SMILES: [C:12](=[O:13])([O-:14])[O-:15].[C:1]1([C:4](=[O:5])[O:6][CH2:7][CH3:8])([C:9](=[O:10])[O-:11])[CH:2]=[CH:3]1.[CH2:24]1[O:25][CH2:26][CH2:27][CH2:28]1.[Cl:18][C:19](=[O:20])[O:21][CH2:22][CH3:23].[K+:16].[K+:17]>>[C:1]1([C:4](=[O:5])[O:6][CH2:7][CH3:8])([C:9](=[O:10])[O:11][C:19](=[O:20])[O:21][CH2:22][CH3:23])[CH:2]=[CH:3]1.